From a dataset of the Open Reaction Database (ORD), a public repository of structured organic reaction records. describe an organic reaction: reactants, conditions, products, and yield Starting materials: C(OCC1=CC=NC=C1)(OC1=CC=C(C=C1)[N+](=O)[O-])=O (4-pyridylmethyl 4-nitrophenyl carbonate), N[C@@H](CC1=CC=CC=C1)C(=O)O (L-phenylalanine), C(C)#N (acetonitrile). Run in C(C)#N.O (acetonitrile water), [OH-].[Na+] (NaOH), O (water). Conditions: time 8 hour. The product is N1=CC=C(C=C1)COC(=O)N[C@@H](CC1=CC=CC=C1)C(=O)O (N-4-Pyridylmethoxycarbonyl-L-phenylalanine). As a reaction SMILES: [C:1](=[O:20])(OC1C=CC([N+]([O-])=O)=CC=1)[O:2][CH2:3][C:4]1[CH:9]=[CH:8][N:7]=[CH:6][CH:5]=1.[NH2:21][C@H:22]([C:30]([OH:32])=[O:31])[CH2:23][C:24]1[CH:29]=[CH:28][CH:27]=[CH:26][CH:25]=1.C(#N)C>C(#N)C.O.[OH-].[Na+].O>[N:7]1[CH:6]=[CH:5][C:4]([CH2:3][O:2][C:1]([NH:21][C@H:22]([C:30]([OH:32])=[O:31])[CH2:23][C:24]2[CH:29]=[CH:28][CH:27]=[CH:26][CH:25]=2)=[O:20])=[CH:9][CH:8]=1 |f:3.4,5.6|. Procedure: 8 g of 4-pyridylmethyl 4-nitrophenyl carbonate and 4.82 g of L-phenylalanine were dissolved in 350 ml of acetonitrile/water 1:1, and about 45 ml of 2N NaOH were added to pH 10. The mixture was stirred overnight and was freed from the acetonitrile in vacuo. The aqueous solution was brought to pH 6, washed three times with diethyl ether, subsequently brought to pH 1 and concentrated to give a solid residue. This was dissolved in water and the solution was extracted intensively with ethyl acetate a...